This data is from the Open Reaction Database (ORD), a public repository of structured organic reaction records. The task is: describe an organic reaction: reactants, conditions, products, and yield Starting materials: C=Cc1cc(CNC(=O)OC(C)(C)C)c(Cl)cc1NS(C)(=O)=O, ClCCl, O=C(O)C(F)(F)F. The product is C=Cc1cc(CN)c(Cl)cc1NS(C)(=O)=O. RXN SMILES: [C:1]([O:2][C:3](=[O:4])[NH:7][CH2:8][c:9]1[c:10]([Cl:22])[cH:11][c:12]([NH:17][S:18](=[O:19])(=[O:20])[CH3:21])[c:13]([CH:15]=[CH2:16])[cH:14]1)([CH3:5])([CH3:6])[CH3:23].[CH2:31]([Cl:32])[Cl:33].[F:24][C:25]([F:26])([F:27])[C:28]([OH:29])=[O:30]>>[NH2:7][CH2:8][c:9]1[c:10]([Cl:22])[cH:11][c:12]([NH:17][S:18](=[O:19])(=[O:20])[CH3:21])[c:13]([CH:15]=[CH2:16])[cH:14]1. Reactants: NC(CO)C1=C(C(=CC=C1)F)C ((RS)-2-amino-2-(3-fluoro-2-methyl-phenyl)-ethanol), C(C)(=O)[O-].[Na+] (sodium acetate), N#CBr (cyanogen bromide). Solvent: CO (methanol), CO (methanol). Reaction conditions: temperature 0 celsius, time 1 hour. Yields the product FC=1C(=C(C=CC1)C1N=C(OC1)N)C ((RS)-4-(3-fluoro-2-methyl-phenyl)-4,5-dihydro-oxazol-2-ylamine). The yield is 40.7%. Reaction SMILES: [NH2:1][CH:2]([C:5]1[CH:10]=[CH:9][CH:8]=[C:7]([F:11])[C:6]=1[CH3:12])[CH2:3][OH:4].C([O-])(=O)C.[Na+].[N:18]#[C:19]Br>CO>[F:11][C:7]1[C:6]([CH3:12])=[C:5]([CH:2]2[CH2:3][O:4][C:19]([NH2:18])=[N:1]2)[CH:10]=[CH:9][CH:8]=1 |f:1.2|. Reported procedure: To a stirred, cooled (0° C.) solution of (RS)-2-amino-2-(3-fluoro-2-methyl-phenyl)-ethanol (1.82 g) and sodium acetate (1.72 g) in methanol (17 ml) was added dropwise a solution of cyanogen bromide (1.18 g) in methanol (8 ml) over 10 min. The mixture was then stirred for 1 h at 0° C., then was allowed to warm to at r.t. and stirring continued for 2 h. The mixture was concentrated in vacuo and the residue was resuspended in water and made basic by addition of 1 M aq sodium hydroxide solution. The... Reactants: IC=1C=C2C(NC(=NC2=CC1)C(=O)OCC)=O (ethyl 6-iodo-4-oxo-3,4-dihydroquinazoline-2-carboxylate), CN(C)C=O (DMF), C(C)(=O)OCC (ethyl acetate). The reagents and catalysts are [C-]#N.[Zn+2].[C-]#N (zinc cyanide), C=1C=CC(=CC1)[P](C=2C=CC=CC2)(C=3C=CC=CC3)[Pd]([P](C=4C=CC=CC4)(C=5C=CC=CC5)C=6C=CC=CC6)([P](C=7C=CC=CC7)(C=8C=CC=CC8)C=9C=CC=CC9)[P](C=1C=CC=CC1)(C=1C=CC=CC1)C=1C=CC=CC1 (tetrakis(triphenylphosphine)palladium). Run at temperature 80 celsius, time 5 hour. The product is C(#N)C=1C=C2C(NC(=NC2=CC1)C(=O)OCC)=O (ethyl 6-cyano-4-oxo-3,4-dihydroquinazoline-2-carboxylate). Yield: 68.0%. RXN SMILES: I[C:2]1[CH:3]=[C:4]2[C:9](=[CH:10][CH:11]=1)[N:8]=[C:7]([C:12]([O:14][CH2:15][CH3:16])=[O:13])[NH:6][C:5]2=[O:17].C(OCC)(=O)C.[CH3:24][N:25](C=O)C>[C-]#N.[Zn+2].[C-]#N.C1C=CC([P]([Pd]([P](C2C=CC=CC=2)(C2C=CC=CC=2)C2C=CC=CC=2)([P](C2C=CC=CC=2)(C2C=CC=CC=2)C2C=CC=CC=2)[P](C2C=CC=CC=2)(C2C=CC=CC=2)C2C=CC=CC=2)(C2C=CC=CC=2)C2C=CC=CC=2)=CC=1>[C:24]([C:2]1[CH:3]=[C:4]2[C:9](=[CH:10][CH:11]=1)[N:8]=[C:7]([C:12]([O:14][CH2:15][CH3:16])=[O:13])[NH:6][C:5]2=[O:17])#[N:25] |f:3.4.5,^1:37,39,58,77|. Procedure details: A suspension of ethyl 6-iodo-4-oxo-3,4-dihydroquinazoline-2-carboxylate (2.00 g, 5.81 mmol), zinc cyanide (375 mg, 3.19 mmol) and tetrakis(triphenylphosphine)palladium (336 mg, 0.29 mmol) in DMF (10 mL) was stirred at 80° C. for 5 hr under argon atmosphere. After cooling to room temperature, ethyl acetate was added to the reaction mixture. The precipitated solid was collected by filtration, washed with ethyl acetate, diisopropyl ether and water, dried over diphosphorus pentaoxide under reduced p... Starting materials: O1CCN(CC1)CCNS(=O)(=O)C=1C=C2CC(NC2=CC1)=O (5-(2-morpholinoethylaminosulphonyl)oxindole), [H-].[Na+] (sodium hydride), ClC1=NC=NC2=CC(=C(C=C12)OC)OCCN1C=NC=C1 (4-chloro-7-(2-(imidazol-1-yl)ethoxy)-6-methoxyquinazoline). Solvent: CN(C)C=O (DMF), CN(C)C=O (DMF). Run at time 30 minute. Product: Cl.N1(C=NC=C1)CCOC1=C(C=C2C(=NC=NC2=C1)C1C(NC2=CC=C(C=C12)S(=O)(=O)NCCN1CCOCC1)=O)OC (7-(2-(imidazol-1-yl)ethoxy)-6-methoxy-4-(5-(2-morpholinoethylaminosulphonyl)oxindol-3-yl)quinazoline hydrochloride). The yield is 75.9%. RXN SMILES: [O:1]1[CH2:6][CH2:5][N:4]([CH2:7][CH2:8][NH:9][S:10]([C:13]2[CH:14]=[C:15]3[C:19](=[CH:20][CH:21]=2)[NH:18][C:17](=[O:22])[CH2:16]3)(=[O:12])=[O:11])[CH2:3][CH2:2]1.[H-].[Na+].[Cl:25][C:26]1[C:35]2[C:30](=[CH:31][C:32]([O:38][CH2:39][CH2:40][N:41]3[CH:45]=[CH:44][N:43]=[CH:42]3)=[C:33]([O:36][CH3:37])[CH:34]=2)[N:29]=[CH:28][N:27]=1>CN(C=O)C>[ClH:25].[N:41]1([CH2:40][CH2:39][O:38][C:32]2[CH:31]=[C:30]3[C:35]([C:26]([CH:16]4[C:15]5[C:19](=[CH:20][CH:21]=[C:13]([S:10]([NH:9][CH2:8][CH2:7][N:4]6[CH2:5][CH2:6][O:1][CH2:2][CH2:3]6)(=[O:12])=[O:11])[CH:14]=5)[NH:18][C:17]4=[O:22])=[N:27][CH:28]=[N:29]3)=[CH:34][C:33]=2[O:36][CH3:37])[CH:45]=[CH:44][N:43]=[CH:42]1 |f:1.2,5.6|. Procedure: A solution of 5-(2-morpholinoethylaminosulphonyl)oxindole (320 mg, 0.98 mmol), (prepared as described for the starting material in Example 48), in DMF (3.5 ml) was added to a suspension of sodium hydride (39.4 mg, 0.98 mmol, prewashed with THF) in DMF (1.5 ml). The mixture was stirred for 30 minutes at ambient temperature and 4-chloro-7-(2-(imidazol-1-yl)ethoxy)-6-methoxyquinazoline (100 mg, 0.32 mmol), (prepared as described for the starting material in Example 22), was added. The mixture was s... Reactants: ClCCl, O=C(O)C(F)(F)F, COC(=O)C1CS(=O)(=O)CCN1C(=O)OC(C)(C)C. The product is COC(=O)C1CS(=O)(=O)CCN1. As a reaction SMILES: [CH2:20]([Cl:21])[Cl:22].[OH:23][C:24]([C:25]([F:26])([F:27])[F:28])=[O:29].[S:1]1(=[O:18])(=[O:19])[CH2:2][CH:3]([C:14](=[O:15])[O:16][CH3:17])[N:4]([C:7]([O:8][C:9]([CH3:10])([CH3:11])[CH3:12])=[O:13])[CH2:5][CH2:6]1>>[S:1]1(=[O:18])(=[O:19])[CH2:2][CH:3]([C:14](=[O:15])[O:16][CH3:17])[NH:4][CH2:5][CH2:6]1.